Dataset: the Open Reaction Database (ORD), a public repository of structured organic reaction records. Task: describe an organic reaction: reactants, conditions, products, and yield Starting materials: [Li]CCCC, CC(=O)O, CCCCCC, COP(C)(=O)OC, O=C(Cl)COc1ccccc1, C1CCOC1. Product: COP(=O)(CC(=O)COc1ccccc1)OC. RXN SMILES: [CH2:1]([Li:2])[CH2:3][CH2:4][CH3:5].[CH3:24][C:25](=[O:26])[OH:27].[CH3:28][CH2:29][CH2:30][CH2:31][CH2:32][CH3:33].[CH3:6][P:7]([O:8][CH3:9])([O:10][CH3:11])=[O:12].[O:13]([c:14]1[cH:15][cH:16][cH:17][cH:18][cH:19]1)[CH2:20][C:21](=[O:22])[Cl:23].[O:34]1[CH2:35][CH2:36][CH2:37][CH2:38]1>>[CH2:6]([P:7]([O:8][CH3:9])([O:10][CH3:11])=[O:12])[C:21]([CH2:20][O:13][c:14]1[cH:15][cH:16][cH:17][cH:18][cH:19]1)=[O:22]. Starting materials: COC=1C=CC2=C(C(=CO2)CCI)C1 (2-(5-methoxy-1-benzofuran-3-yl)ethyl iodide), FC=1C=C2C=CC=NC2=C(C1)N1CCNCC1 (6-fluoro-8-piperazino quinoline). Yields the product COC=1C=CC2=C(C(=CO2)CCN2CCN(CC2)C=2C=C(C=C3C=CC=NC23)F)C1 (8-{4-[2-(5-methoxy-1-benzofuran-3-yl)ethyl]-1-piperazinyl}-6-fluoro-quinoline). RXN SMILES: [CH3:1][O:2][C:3]1[CH:4]=[CH:5][C:6]2[O:10][CH:9]=[C:8]([CH2:11][CH2:12]I)[C:7]=2[CH:14]=1.[F:15][C:16]1[CH:17]=[C:18]2[C:23](=[C:24]([N:26]3[CH2:31][CH2:30][NH:29][CH2:28][CH2:27]3)[CH:25]=1)[N:22]=[CH:21][CH:20]=[CH:19]2>>[CH3:1][O:2][C:3]1[CH:4]=[CH:5][C:6]2[O:10][CH:9]=[C:8]([CH2:11][CH2:12][N:29]3[CH2:30][CH2:31][N:26]([C:24]4[CH:25]=[C:16]([F:15])[CH:17]=[C:18]5[C:23]=4[N:22]=[CH:21][CH:20]=[CH:19]5)[CH2:27][CH2:28]3)[C:7]=2[CH:14]=1. Reported procedure: 8-{4-[2-(5-methoxy-1-benzofuran-3-yl)ethyl]-1-piperazinyl}-6-fluoro-quinoline was prepared by following the procedure outlined in example 21, step 6, starting from 2-(5-methoxy-1-benzofuran-3-yl)ethyl iodide (301 mg, 1 mmol) and 6-fluoro-8-piperazino quinoline (231 mg, 1 mmol). The product was purified by silica-gel column chromatography by eluting it initially with 80% ethyl acetate:hexane and then with 5% methanol:ethyl acetate, yielding a brown low melting solid. Yield: 130 mg (32%); (M+H): 4... Starting materials: CC(=O)OC(C)=O, Cl, Cc1ccc(F)c(C=O)c1Cl, NO, c1ccncc1. The product is Cc1ccc(F)c(C#N)c1Cl. RXN SMILES: [CH3:15][C:16]([O:17][C:18](=[O:19])[CH3:20])=[O:21].[ClH:1].[F:4][c:5]1[c:6]([CH:7]=[O:8])[c:9]([Cl:14])[c:10]([CH3:13])[cH:11][cH:12]1.[NH2:2][OH:3].[cH:22]1[cH:23][cH:24][n:25][cH:26][cH:27]1>>[N:2]#[C:7][c:6]1[c:5]([F:4])[cH:12][cH:11][c:10]([CH3:13])[c:9]1[Cl:14]. Product: O=S(=O)(Nc1cnc(Oc2cc3ccccc3cn2)c(Cl)c1)c1ccc(Cl)cc1Cl. As a reaction SMILES: [Cl:1][c:2]1[cH:3][c:4]([NH2:19])[cH:5][n:6][c:7]1[O:8][c:9]1[n:10][cH:11][c:12]2[cH:13][cH:14][cH:15][cH:16][c:17]2[cH:18]1.[Cl:20][c:21]1[c:22]([S:28](=[O:29])(=[O:30])[Cl:31])[cH:23][cH:24][c:25]([Cl:27])[cH:26]1>>[Cl:1][c:2]1[cH:3][c:4]([NH:19][S:28]([c:22]2[c:21]([Cl:20])[cH:26][c:25]([Cl:27])[cH:24][cH:23]2)(=[O:29])=[O:30])[cH:5][n:6][c:7]1[O:8][c:9]1[n:10][cH:11][c:12]2[cH:13][cH:14][cH:15][cH:16][c:17]2[cH:18]1. The reactants are Nc1cnc(Oc2cc3ccccc3cn2)c(Cl)c1, O=S(=O)(Cl)c1ccc(Cl)cc1Cl.